describe an organic reaction: reactants, conditions, products, and yield From a dataset of the Open Reaction Database (ORD), a public repository of structured organic reaction records. The reactants are ice water, BrCC([C@]1(CC[C@H]2[C@@H]3CCC4=CC(CC[C@]4(C)C3=CC[C@]12C)=O)OC=O)=O (21-bromo-17-formyloxy-4,9(11)-pregnadiene-3,20-dione), O (water), C([O-])(O)=O.[K+] (potassium bicarbonate), [Cl-].[Na+] (sodium chloride). Run in CO (methanol). Reaction conditions: time 45 minute. The product is BrCC([C@]1(CC[C@H]2[C@@H]3CCC4=CC(CC[C@]4(C)C3=CC[C@]12C)=O)O)=O (21-bromo-17-hydroxy-4,9(11)-pregnadiene-3,20-dione). The yield is 94.1%. As a reaction SMILES: [Br:1][CH2:2][C:3](=[O:27])[C@:4]1([O:24]C=O)[C@:21]2([CH3:22])[C@H:7]([C@H:8]3[C:18](=[CH:19][CH2:20]2)[C@:16]2([CH3:17])[C:11](=[CH:12][C:13](=[O:23])[CH2:14][CH2:15]2)[CH2:10][CH2:9]3)[CH2:6][CH2:5]1.O.C(=O)(O)[O-].[K+].[Cl-].[Na+]>CO>[Br:1][CH2:2][C:3](=[O:27])[C@:4]1([OH:24])[C@:21]2([CH3:22])[C@H:7]([C@H:8]3[C:18](=[CH:19][CH2:20]2)[C@:16]2([CH3:17])[C:11](=[CH:12][C:13](=[O:23])[CH2:14][CH2:15]2)[CH2:10][CH2:9]3)[CH2:6][CH2:5]1 |f:2.3,4.5|. Procedure: 2.5 g of 21-bromo-17-formyloxy-4,9(11)-pregnadiene-3,20-dione is stirred at room temperature under argon in 100 ml of methanol and 18 ml of water with 1.3 g of potassium bicarbonate. After 45 minutes, the reaction mixture is introduced into ice water which contains sodium chloride, the thus-precipitated product is suctioned off, washed repeatedly with water, and dried under vacuum, thus obtaining 2.2 g of 21-bromo-17-hydroxy-4,9(11)-pregnadiene-3,20-dione [J. Org. Chem. 44 : 1582 (1979)]in the f...